This data is from the Open Reaction Database (ORD), a public repository of structured organic reaction records. The task is: describe an organic reaction: reactants, conditions, products, and yield The reactants are C(C1=CC=CC=C1)O[C@H](C(=O)NNC1=NN(C(C(=C1C1=CC=C(C=C1)Cl)C1=CC=C(C=C1)C#N)=O)CC=1C(=NC(=CC1)C(F)(F)F)C)C ((S)-2-(benzyloxy)-N′-(4-(4-chlorophenyl)-5-(4-cyanophenyl)-1-((2-methyl-6-(trifluoromethyl)pyridin-3-yl)methyl)-6-oxo-1,6-dihydropyridazin-3-yl)propanehydrazide), O=P(Cl)(Cl)Cl (POCl3). The solvent is C1(=CC=CC=C1)C (toluene). Run at temperature 120 celsius, time 3 hour. The product is C(C1=CC=CC=C1)O[C@@H](C)C1=NN=C2N1N(C(C(=C2C2=CC=C(C=C2)Cl)C2=CC=C(C#N)C=C2)=O)CC=2C(=NC(=CC2)C(F)(F)F)C ((S)-4-(3-(1-(benzyloxy)ethyl)-8-(4-chlorophenyl)-5-((2-methyl-6-(trifluoromethyl)pyridin-3-yl)methyl)-6-oxo-5,6-dihydro-[1,2,4]triazolo[4,3-b]pyridazin-7-yl)benzonitrile). The yield is 43.6%. RXN SMILES: [CH2:1]([O:8][C@@H:9]([CH3:48])[C:10]([NH:12][NH:13][C:14]1[C:19]([C:20]2[CH:25]=[CH:24][C:23]([Cl:26])=[CH:22][CH:21]=2)=[C:18]([C:27]2[CH:32]=[CH:31][C:30]([C:33]#[N:34])=[CH:29][CH:28]=2)[C:17](=[O:35])[N:16]([CH2:36][C:37]2[C:38]([CH3:47])=[N:39][C:40]([C:43]([F:46])([F:45])[F:44])=[CH:41][CH:42]=2)[N:15]=1)=O)[C:2]1[CH:7]=[CH:6][CH:5]=[CH:4][CH:3]=1.O=P(Cl)(Cl)Cl>C1(C)C=CC=CC=1>[CH2:1]([O:8][C@H:9]([C:10]1[N:15]2[N:16]([CH2:36][C:37]3[C:38]([CH3:47])=[N:39][C:40]([C:43]([F:44])([F:45])[F:46])=[CH:41][CH:42]=3)[C:17](=[O:35])[C:18]([C:27]3[CH:28]=[CH:29][C:30]([C:33]#[N:34])=[CH:31][CH:32]=3)=[C:19]([C:20]3[CH:21]=[CH:22][C:23]([Cl:26])=[CH:24][CH:25]=3)[C:14]2=[N:13][N:12]=1)[CH3:48])[C:2]1[CH:7]=[CH:6][CH:5]=[CH:4][CH:3]=1. Reported procedure: To a round bottom flask was added (S)-2-(benzyloxy)-N′-(4-(4-chlorophenyl)-5-(4-cyanophenyl)-1-((2-methyl-6-(trifluoromethyl)pyridin-3-yl)methyl)-6-oxo-1,6-dihydropyridazin-3-yl)propanehydrazide (70 mg, 0.140 mmol) and toluene (3 ml). The reaction was heated to 120° C. Then POCl3(0.3 ml) was added and the reaction was stirred at 120° C. for additional 3 hr. After this time, the solution was cooled to rt and concentrated. The residue was diluted with EtOAc (30 ml) and washed with NaHCO3(sat, 20 m... Starting materials: ClCCCN1C2=C(CCC3=C1C=CC=C3)C=CC=C2 (5-(3-Chloropropyl)-10,11-dihydro-5H-dibenzo[b,f]azepine), COC(=O)C1CN2CCC1CC2 (quinuclidine-3-carboxylic acid methyl ester), C([O-])([O-])=O.[K+].[K+] (potassium carbonate), [I-].[Na+] (sodium iodide). Run in O (water), C1(=CC=CC=C1)C (toluene), CC(CC)=O (2-butanone). Product: [OH-].C1=CC=CC=2N(C3=C(CCC21)C=CC=C3)CCC[N+]32CC(C(CC3)CC2)C(=O)OC (1-(3-(10,11-dihydro-5H-dibenz[b,f]azepin-5-yl)-1-propyl)-3-methoxycarbonyl-quinuclidinium hydroxide). Isolated yield 108.9%. As a reaction SMILES: Cl[CH2:2][CH2:3][CH2:4][N:5]1[C:11]2[CH:12]=[CH:13][CH:14]=[CH:15][C:10]=2[CH2:9][CH2:8][C:7]2[CH:16]=[CH:17][CH:18]=[CH:19][C:6]1=2.[CH3:20][O:21][C:22]([CH:24]1[CH:29]2[CH2:30][CH2:31][N:26]([CH2:27][CH2:28]2)[CH2:25]1)=[O:23].C(=O)([O-])[O-].[K+].[K+].[I-].[Na+]>CC(=O)CC.O.C1(C)C=CC=CC=1>[OH-:21].[CH:16]1[C:7]2[CH2:8][CH2:9][C:10]3[CH:15]=[CH:14][CH:13]=[CH:12][C:11]=3[N:5]([CH2:4][CH2:3][CH2:2][N+:26]34[CH2:31][CH2:30][CH:29]([CH2:28][CH2:27]3)[CH:24]([C:22]([O:21][CH3:20])=[O:23])[CH2:25]4)[C:6]=2[CH:19]=[CH:18][CH:17]=1 |f:2.3.4,5.6,10.11|. Procedure: 5-(3-Chloropropyl)-10,11-dihydro-5H-dibenzo[b,f]azepine (1.70 g, 6.25 mmol, prepared as described in example 1), and quinuclidine-3-carboxylic acid methyl ester (0.85 g, 5.0 mmol) were dissolved in 2-butanone (25 ml). Dry potassium carbonate (4.15 g, 30 mmol) and sodium iodide (0.75 g, 5 mmol) were added and the stirred mixture was heated at reflux temperature for 5 h. After cooling to room temperature, toluene (25 ml) and water (25 ml) were added. An oily precipitate was formed, which was separ... Reaction SMILES: [CH2:29]([O:30][C:31](=[O:32])[CH3:33])[CH3:34].[CH3:14][CH:15]([CH3:16])[c:17]1[c:18]([N:26]=[C:27]=[O:28])[c:19]([CH:23]([CH3:24])[CH3:25])[cH:20][cH:21][cH:22]1.[CH3:35][CH2:36][CH2:37][CH2:38][CH2:39][CH3:40].[CH:1]1([C:7]2([CH2:12][NH2:13])[S:8][CH2:9][CH2:10][S:11]2)[CH2:2][CH2:3][CH2:4][CH2:5][CH2:6]1>>[CH:1]1([C:7]2([CH2:12][NH:13][C:27]([NH:26][c:18]3[c:17]([CH:15]([CH3:14])[CH3:16])[cH:22][cH:21][cH:20][c:19]3[CH:23]([CH3:24])[CH3:25])=[O:28])[S:8][CH2:9][CH2:10][S:11]2)[CH2:2][CH2:3][CH2:4][CH2:5][CH2:6]1. Reactants: CCOC(C)=O, CC(C)c1cccc(C(C)C)c1N=C=O, CCCCCC, NCC1(C2CCCCC2)SCCS1. Product: CC(C)c1cccc(C(C)C)c1NC(=O)NCC1(C2CCCCC2)SCCS1. Reactants: O1CCCC1 (tetrahydrofuran), II, II, O1CCCC1 (Tetrahydrofuran), C[Si](OC(=C(C)C)O[Si](C)(C)C)(C)C (1,1-bis(trimethylsiloxy) 2-methyl propene), ClC=1C=C(C(=O)[O-])C=CC1.C(CCC)[N+](CCCC)(CCCC)CCCC (tetrabutylammonium m-chlorobenzoate), CO (methanol), ClC=1C=C(C(=O)[O-])C=CC1.C(CCC)[N+](CCCC)(CCCC)CCCC (tetrabutylammonium m-chlorobenzoate). Product: C(C(=C)C)(=O)OCC1=CC=CC=C1 (benzyl methacrylate), C(C(=C)C)(=O)OCCO (2-hydroxyethyl methacrylate), C(C(=C)C)(=O)O.C(C)C(COCCOCCO)O (ethyltriethyleneglycol methacrylate), C(C(=C)C)(=O)O (methacrylic acid), Mn. Reaction SMILES: [O:1]1[CH2:5][CH2:4][CH2:3][CH2:2]1.C[Si](C)(C)[O:8][C:9]([O:13][Si](C)(C)C)=[C:10]([CH3:12])[CH3:11].Cl[C:21]1[CH:22]=[C:23]([CH:27]=[CH:28][CH:29]=1)[C:24]([O-:26])=[O:25].C([N+](CCCC)(CCCC)CCCC)CCC.[CH3:47][OH:48]>>[C:9]([O:13][CH2:24][C:23]1[CH:27]=[CH:28][CH:29]=[CH:21][CH:22]=1)(=[O:8])[C:10]([CH3:12])=[CH2:11].[C:24]([O:26][CH2:3][CH2:2][OH:1])(=[O:25])[C:23]([CH3:22])=[CH2:27].[C:9]([OH:13])(=[O:8])[C:10]([CH3:12])=[CH2:11].[CH2:10]([CH:9]([OH:8])[CH2:47][O:48][CH2:3][CH2:2][O:1][CH2:5][CH2:4][OH:25])[CH3:11].[C:9]([OH:13])(=[O:8])[C:10]([CH3:12])=[CH2:11] |f:2.3,7.8|. Reported procedure: A 3-liter flask was equipped with a mechanical stirrer, thermocouple, N2 inlet, condenser, drop funnel and syringe pump. Tetrahydrofuran (950 g), 1,1-bis(trimethylsiloxy) 2-methyl propene (46.2 g) and tetrabutylammonium m-chlorobenzoate (2 g) was added into pot. Feed I (tetrahydrofuran (5 g) and tetrabutylammonium m-chlorobenzoate (0.8 g)) and Feed II (benzyl methacrylate (600 g), 2-(trimethylsiloxy)ethyl methacrylate (312 g), ethyltriethyleneglycol methacrylate (100 g) and trimethylsilyl methac... The reactants are CC(C)(C)O, COc1cnc2c(Oc3ccc(N)cc3)ccnc2c1, Clc1nnc(Cl)c2ccccc12. Yields the product COc1cnc2c(Oc3ccc(Nc4nnc(Cl)c5ccccc45)cc3)ccnc2c1. Reaction SMILES: [C:33]([OH:34])([CH3:35])([CH3:36])[CH3:37].[CH3:1][O:2][c:3]1[cH:4][n:5][c:6]2[c:7]([O:13][c:14]3[cH:15][cH:16][c:17]([NH2:20])[cH:18][cH:19]3)[cH:8][cH:9][n:10][c:11]2[cH:12]1.[Cl:21][c:22]1[n:23][n:24][c:25]([Cl:32])[c:26]2[cH:27][cH:28][cH:29][cH:30][c:31]12>>[CH3:1][O:2][c:3]1[cH:4][n:5][c:6]2[c:7]([O:13][c:14]3[cH:15][cH:16][c:17]([NH:20][c:25]4[n:24][n:23][c:22]([Cl:21])[c:31]5[c:26]4[cH:27][cH:28][cH:29][cH:30]5)[cH:18][cH:19]3)[cH:8][cH:9][n:10][c:11]2[cH:12]1. The reactants are COC=1N=NC(=C(C1)C1=CC=CC=C1)C1=CC=C(C=C1)CN1CCC(CC1)C1=NNC(=C1)C1=NC=CC=C1 (3-methoxy-5-phenyl-6-(4-{[4-(5-pyridin-2-yl-1H-pyrazol-3-yl)piperidin-1-yl]methyl}phenyl)pyridazine), Cl.N1=CC=CC=C1 (pyridine hydrochloride), C(=O)(O)[O-].[Na+] (NaHCO3). The solvent is O (water). Reaction conditions: temperature 150 celsius. Yields the product C1(=CC=CC=C1)C=1C=C(N=NC1C1=CC=C(C=C1)CN1CCC(CC1)C1=NNC(=C1)C1=NC=CC=C1)O (5-phenyl-6-(4-{[4-(5-pyridin-2-yl-1H-pyrazol-3-yl)piperidin-1-yl]methyl}phenyl)pyridazin-3-ol). RXN SMILES: C[O:2][C:3]1[N:4]=[N:5][C:6]([C:15]2[CH:20]=[CH:19][C:18]([CH2:21][N:22]3[CH2:27][CH2:26][CH:25]([C:28]4[CH:32]=[C:31]([C:33]5[CH:38]=[CH:37][CH:36]=[CH:35][N:34]=5)[NH:30][N:29]=4)[CH2:24][CH2:23]3)=[CH:17][CH:16]=2)=[C:7]([C:9]2[CH:14]=[CH:13][CH:12]=[CH:11][CH:10]=2)[CH:8]=1.Cl.N1C=CC=CC=1.C([O-])(O)=O.[Na+]>O>[C:9]1([C:7]2[CH:8]=[C:3]([OH:2])[N:4]=[N:5][C:6]=2[C:15]2[CH:16]=[CH:17][C:18]([CH2:21][N:22]3[CH2:27][CH2:26][CH:25]([C:28]4[CH:32]=[C:31]([C:33]5[CH:38]=[CH:37][CH:36]=[CH:35][N:34]=5)[NH:30][N:29]=4)[CH2:24][CH2:23]3)=[CH:19][CH:20]=2)[CH:14]=[CH:13][CH:12]=[CH:11][CH:10]=1 |f:1.2,3.4|. Reported procedure: A mixture of 3-methoxy-5-phenyl-6-(4-([4-(5-pyridin-2-yl-1H-pyrazol-3-yl)piperidin-1-yl]methyl)phenyl)pyridazine (2-3) TFA (36.8 mg, 0.059 mmol) and pyridine hydrochloride (591 mg, 5.1 mmol) was heated at 150° C. for 5 min. This solid was dissolved in water, the solution made basic with NaHCO3, and the product extracted into methylene chloride/methanol (5%). This solution was dried, filtered and the solvents evaporated. This residue was digested in acetonitrile to give 5-phenyl-6-(4-{[4-(5-pyrid... Starting materials: ClC1=NC(=NC=2NC3=CC=CC=C3C21)NC(C(C)(C)C)=O (N-(4-chloro-9H-pyrimido[4,5-b]indol-2-yl)-2,2-dimethylpropanamide), COC=1C=C(NC)C=CC1 (3-methoxy-N-methylaniline), COC1=CC=C(C=C1)N(C1=NC(=NC=2NC3=CC=CC=C3C21)NC(C(C)(C)C)=O)C (N-{4-[(4-methoxyphenyl)(methyl)amino]-9H-pyrimido[4,5-b]indol-2-yl}-2,2-dimethylpropanamide), [OH-].[Na+] (NaOH). Reagents/catalysts: Cl (HCl). Run in C(CCC)O (n-butanol), C(Cl)(Cl)Cl.CO (chloroform methanol). Yields the product COC1=CC=C(C=C1)N(C1=NC(=NC=2NC3=CC=CC=C3C21)N)C (N4-(4-methoxyphenyl)-N4-methyl-9H-pyrimido[4,5-b]indole-2,4-diamine). The yield is 73.0%. Reaction SMILES: [CH3:1][O:2][C:3]1[CH:8]=[CH:7][C:6]([N:9]([CH3:30])[C:10]2[C:22]3[C:21]4[C:16](=[CH:17][CH:18]=[CH:19][CH:20]=4)[NH:15][C:14]=3[N:13]=[C:12]([NH:23]C(=O)C(C)(C)C)[N:11]=2)=[CH:5][CH:4]=1.[OH-].[Na+].ClC1C2C3C(=CC=CC=3)NC=2N=C(NC(=O)C(C)(C)C)N=1.COC1C=C(C=CC=1)NC>Cl.C(Cl)(Cl)Cl.CO.C(O)CCC>[CH3:1][O:2][C:3]1[CH:4]=[CH:5][C:6]([N:9]([CH3:30])[C:10]2[C:22]3[C:21]4[C:16](=[CH:17][CH:18]=[CH:19][CH:20]=4)[NH:15][C:14]=3[N:13]=[C:12]([NH2:23])[N:11]=2)=[CH:7][CH:8]=1 |f:1.2,6.7|. Reported procedure: Using the general procedure described above, the reaction of 11 (100 mg, 0.24 mmol) and 1 N NaOH provided 58 mg of AAG107 as a white solid in 73% yield. Alternatively, AAG107 can also be synthesized by treating 6 (90 mg, 0.3 mmol) with 3-methoxy-N-methylaniline (306 mg, 2.23 mmol) in presence of 3 drops HCl and solvent n-butanol under reflux conditions for 14 hours. The yield from 6 to AAG107 using this method is 53%. TLC Rf 0.34 (chloroform-methanol 15:1); mp 233.6° C.; 1H NMR (DMSO-d6) δ 3.55 ... Reactants: C(C)(C)(C)P(C1=C(C=CC=C1)C1=CC=CC=C1)C(C)(C)C (2-(di-tert-butylphosphino)biphenyl), C(C)(=O)[O-].[Na+] (sodium acetate), Cl.NO (hydroxylamine hydrochloride), C(C)(=O)[O-].[Na+] (sodium acetate), Cl.NO (hydroxylamine hydrochloride), C(C)(C)(C)OC(=O)N1C[C@@H]2N(C(C3=C(C=C(C=C23)Br)C(F)(F)F)=O)CC1 (N-(t-butoxycarbonyl)-(R)-1,3,4,10b-tetrahydro-9-bromo-7-trifluoromethyl-pyrazino[2,1-a]isoindol-6(2H)-one), C(C1=CC=CC=C1)(C1=CC=CC=C1)=N (benzophenone imine), CC(C)([O-])C.[Na+] (sodium tert-butoxide). Reagents/catalysts: C=1C=CC(=CC1)/C=C/C(=O)/C=C/C2=CC=CC=C2.C=1C=CC(=CC1)/C=C/C(=O)/C=C/C2=CC=CC=C2.C=1C=CC(=CC1)/C=C/C(=O)/C=C/C2=CC=CC=C2.[Pd].[Pd] (tris(dibenzylideneacetone)dipalladium(0)). The solvent is C1(=CC=CC=C1)C (toluene). Reaction conditions: time 1 hour. Product: C(C)(C)(C)OC(=O)N1C[C@@H]2N(C(C3=C(C=C(C=C23)N)C(F)(F)F)=O)CC1 (N-(t-butoxycarbonyl)-(R)-1,3,4,10b-tetrahydro-9-amino-7-trifluoromethyl-pyrazino[2,1-a]isoindol-6(2H)-one). The yield is 50.6%. RXN SMILES: C(P(C(C)(C)C)C1C=CC=CC=1C1C=CC=CC=1)(C)(C)C.[C:22]([O:26][C:27]([N:29]1[CH2:47][CH2:46][N:32]2[C:33](=[O:45])[C:34]3[C:39]([C@@H:31]2[CH2:30]1)=[CH:38][C:37](Br)=[CH:36][C:35]=3[C:41]([F:44])([F:43])[F:42])=[O:28])([CH3:25])([CH3:24])[CH3:23].C(=[NH:61])(C1C=CC=CC=1)C1C=CC=CC=1.CC(C)([O-])C.[Na+].C([O-])(=O)C.[Na+].Cl.NO>C1(C)C=CC=CC=1.C1C=CC(/C=C/C(/C=C/C2C=CC=CC=2)=O)=CC=1.C1C=CC(/C=C/C(/C=C/C2C=CC=CC=2)=O)=CC=1.C1C=CC(/C=C/C(/C=C/C2C=CC=CC=2)=O)=CC=1.[Pd].[Pd]>[C:22]([O:26][C:27]([N:29]1[CH2:47][CH2:46][N:32]2[C:33](=[O:45])[C:34]3[C:39]([C@@H:31]2[CH2:30]1)=[CH:38][C:37]([NH2:61])=[CH:36][C:35]=3[C:41]([F:44])([F:43])[F:42])=[O:28])([CH3:25])([CH3:24])[CH3:23] |f:3.4,5.6,7.8,10.11.12.13.14|. Procedure details: A solution of tris(dibenzylideneacetone)dipalladium(0) (14 mg, 15 μmol) and 2-(di-tert-butylphosphino)biphenyl (14.0 mg, 46 μmol) in anhydrous toluene (5.5 mL) was degassed with argon for 15 min at room temperature, then N-(t-butoxycarbonyl)-(R)-1,3,4,10b-tetrahydro-9-bromo-7-trifluoromethyl-pyrazino[2,1-a]isoindol-6(2H)-one (110 mg, 0.25 mmol) was added. Upon further degassing, benzophenone imine (0.14 mg, 0.75 mmol) and sodium tert-butoxide (73 mg, 0.75 mmol) were added. The mixture was degass... Reaction SMILES: [C:1](#[N:2])[c:3]1[cH:4][cH:5][c:6]([O:9][S:10]([c:11]2[cH:12][cH:13][c:14]([CH3:15])[cH:16][cH:17]2)(=[O:18])=[O:19])[cH:7][cH:8]1.[CH2:20]([CH3:21])[N:22]([CH2:23][C:24]#[CH:25])[CH2:26][CH3:27].[CH3:28][CH2:29][CH2:30][CH2:31][CH2:32][CH2:33][CH3:34].[CH3:35][CH2:36][O:37][C:38]([CH3:39])=[O:40]>>[C:1](#[N:2])[c:3]1[cH:4][cH:5][c:6]([C:25]#[C:24][CH2:23][N:22]([CH2:20][CH3:21])[CH2:26][CH3:27])[cH:7][cH:8]1. Yields the product CCN(CC)CC#Cc1ccc(C#N)cc1. Starting materials: Cc1ccc(S(=O)(=O)Oc2ccc(C#N)cc2)cc1, C#CCN(CC)CC, CCCCCCC, CCOC(C)=O. Conditions: time 2 hour. Reaction SMILES: [CH3:1][C:2]([C:8]1[CH:13]=[C:12]([N:14]2[CH2:19][CH2:18][O:17][CH2:16][CH2:15]2)[N:11]=[C:10]([C:20]2[CH:25]=[CH:24][C:23]([NH2:26])=[CH:22][CH:21]=2)[N:9]=1)([S:4]([CH3:7])(=[O:6])=[O:5])[CH3:3].C(=O)(O)[O-].[Na+].Cl[C:33]([O:35][C:36]1[CH:41]=[CH:40][CH:39]=[CH:38][CH:37]=1)=[O:34]>O1CCOCC1>[CH3:3][C:2]([C:8]1[CH:13]=[C:12]([N:14]2[CH2:19][CH2:18][O:17][CH2:16][CH2:15]2)[N:11]=[C:10]([C:20]2[CH:21]=[CH:22][C:23]([NH:26][C:33](=[O:34])[O:35][C:36]3[CH:41]=[CH:40][CH:39]=[CH:38][CH:37]=3)=[CH:24][CH:25]=2)[N:9]=1)([S:4]([CH3:7])(=[O:5])=[O:6])[CH3:1] |f:1.2|. Run in O1CCOCC1 (dioxane). The product is CC(C)(S(=O)(=O)C)C1=NC(=NC(=C1)N1CCOCC1)C1=CC=C(C=C1)NC(OC1=CC=CC=C1)=O (Phenyl (4-{4-[1-methyl-1-(methylsulfonyl)ethyl]-6-morpholin-4-ylpyrimidin-2-yl}phenyl)carbamate). Starting materials: C([O-])(O)=O.[Na+] (Sodium bicarbonate), CC(C)(S(=O)(=O)C)C1=NC(=NC(=C1)N1CCOCC1)C1=CC=C(C=C1)N ((4-{4-[1-Methyl-1-(methylsulfonyl)ethyl]-6-morpholin-4-ylpyrimidin-2-yl}phenyl)amine), ClC(=O)OC1=CC=CC=C1 (phenyl chloroformate). Reported procedure: (4-{4-[1-Methyl-1-(methylsulfonyl)ethyl]-6-morpholin-4-ylpyrimidin-2-yl}phenyl)amine (1.5 g, 3.98 mmol) was dissolved in dioxane (15 mL). Sodium bicarbonate (503 mg, 5.98 mmol) was added, followed by phenyl chloroformate (0.502 mL, 3.98 mmol) and the reaction stirred at room temperature for 2 hours. The solvent was removed in vacuo, and the resultant oil partitioned between 20 mL DCM and 20 mL water. The organic phase was dried over magnesium sulphate, filtered and concentrated in vacuo. The cre... The yield is 35.4%.